This data is from the Open Reaction Database (ORD), a public repository of structured organic reaction records. The task is: describe an organic reaction: reactants, conditions, products, and yield Reactants: mercaptans, [N+](=O)([O-])C1=CC=C(CS)C=C1 (4-nitrobenzyl mercaptan), [N+](=O)([O-])C1=C(CS)C=CC(=C1)[N+](=O)[O-] (2,4-dinitrobenzyl mercaptan), [N+](=O)([O-])C1=CC=C(CCl)C=C1 (4-nitrobenzyl chloride), C(C)(=S)O (thioacetic acid). The solvent is C1CCOC1 (THF), N1=CC=CC=C1 (pyridine). Product: C(C)(=S)OCC1=CC=C(C=C1)[N+](=O)[O-] (4-nitrobenzyl thioacetate). The yield is 77.0%. Reaction SMILES: [N+:1]([C:4]1[CH:11]=[CH:10][C:7]([CH2:8]S)=[CH:6][CH:5]=1)([O-:3])=[O:2].[N+](C1C=C([N+]([O-])=O)C=CC=1CS)([O-])=O.[N+](C1C=CC(CCl)=CC=1)([O-])=O.[C:37]([OH:40])(=[S:39])[CH3:38]>C1COCC1.N1C=CC=CC=1>[C:37]([O:40][CH2:8][C:7]1[CH:10]=[CH:11][C:4]([N+:1]([O-:3])=[O:2])=[CH:5][CH:6]=1)(=[S:39])[CH3:38]. Reported procedure: The two step procedure for the preparation of 4-nitrobenzyl, (see, for example, Horn, W. J., J. Am. Chem. Soc., 43, 2603, 1921), and 2,4-dinitrobenzyl, (see, for example, Zhao Zhengyun, Ph.D. Thesis, London University, 181-182, 1993), mercaptans (17a and 17b, respectively) is indicated in outline in Scheme 3(a). Thus, when 4-nitrobenzyl chloride 15a was treated with an excess both of thioacetic acid and pyridine in THF solution at 50° C., 4-nitrobenzyl thioacetate 16a was obtained in 77% yield. ... Starting materials: ClCCNC(=O)N(C1[C@H](O)[C@@H](O)[C@@H](O)[C@H](O1)CO)C(C)CC (1-(2-chloroethyl)-3-sec.butyl-3-D-galactopyranosylurea), N(=O)[O-].[Na+] (sodium nitrite). Run in C(=O)O (formic acid). Conditions: time 1 hour. The product is ClCCN(C(=O)N(C1[C@H](O)[C@@H](O)[C@@H](O)[C@H](O1)CO)C(C)CC)N=O (1-(2-chloroethyl)-1-nitroso-3-sec.butyl-3-D-galactopyranosylurea). Isolated yield 22.4%. Reaction SMILES: [Cl:1][CH2:2][CH2:3][NH:4][C:5]([N:7]([CH:19]([CH2:21][CH3:22])[CH3:20])[CH:8]1[O:16][C@H:15]([CH2:17][OH:18])[C@H:13]([OH:14])[C@H:11]([OH:12])[C@H:9]1[OH:10])=[O:6].[N:23]([O-])=[O:24].[Na+]>C(O)=O>[Cl:1][CH2:2][CH2:3][N:4]([N:23]=[O:24])[C:5]([N:7]([CH:19]([CH2:21][CH3:22])[CH3:20])[CH:8]1[O:16][C@H:15]([CH2:17][OH:18])[C@H:13]([OH:14])[C@H:11]([OH:12])[C@H:9]1[OH:10])=[O:6] |f:1.2|. Procedure: 7.0 g of 1-(2-chloroethyl)-3-sec.butyl-3-D-galactopyranosylurea are dissolved in 20 ml of formic acid, and 5.0 g of sodium nitrite are added gradually thereto at 0° to 5° C. for one hour under stirring. The mixture is further stirred at the same temperature for one hour. After the reaction, the mixture is treated in the same manner as described in Example 5-(2). 1.7 g of 1-(2-chloroethyl)-1-nitroso-3-sec.butyl-3-D-galactopyranosylurea are thereby obtained as pale yellow caramel. Starting materials: BrC=1C=C2C(=NC=NC2=CC1)O[C@@H]1C[C@H](N(C1)C(=O)OC(C)(C)C)C(=O)OC (1-tert-butyl 2-methyl (2S,4R)-4-[(6-bromoquinazolin-4-yl)oxy]pyrrolidine-1,2-dicarboxylate), Cl (HCl). Solvent: O1CCOCC1 (dioxane). Yields the product Cl.BrC=1C=C2C(=NC=NC2=CC1)O[C@@H]1C[C@H](NC1)C(=O)OC (Methyl (4R)-4-[(6-bromoquinazolin-4-yl)oxy]-L-prolinate hydrochloride). RXN SMILES: [Br:1][C:2]1[CH:3]=[C:4]2[C:9](=[CH:10][CH:11]=1)[N:8]=[CH:7][N:6]=[C:5]2[O:12][C@H:13]1[CH2:17][N:16](C(OC(C)(C)C)=O)[C@H:15]([C:25]([O:27][CH3:28])=[O:26])[CH2:14]1.[ClH:29]>O1CCOCC1>[ClH:29].[Br:1][C:2]1[CH:3]=[C:4]2[C:9](=[CH:10][CH:11]=1)[N:8]=[CH:7][N:6]=[C:5]2[O:12][C@H:13]1[CH2:17][NH:16][C@H:15]([C:25]([O:27][CH3:28])=[O:26])[CH2:14]1 |f:3.4|. Procedure details: To a solution of 1-tert-butyl 2-methyl (2S,4R)-4-[(6-bromoquinazolin-4-yl)oxy]pyrrolidine-1,2-dicarboxylate (3.46 g, 6.65 mmol) in dioxane (80 mL) at 0° C. was introduced anhydrous HCl (g) over 30 min. The reaction was complete by HPLC/MS. The reaction mixture was concentrated and the resulting solids were azeotroped with diethyl ether (50 mL) to give the title compound (3.0 g). LRMS (M+H)+=352.2. Reactants: C=C(C(=O)OC)c1ccc(Cl)cc1, ClC(Cl)Cl, O=C(OO)c1cccc(Cl)c1. The product is COC(=O)C1(c2ccc(Cl)cc2)CO1. Reaction SMILES: [Cl:12][c:13]1[cH:14][cH:15][c:16]([C:19]([C:20](=[O:21])[O:22][CH3:23])=[CH2:24])[cH:17][cH:18]1.[Cl:25][CH:26]([Cl:27])[Cl:28].[OH:1][O:2][C:3]([c:4]1[cH:5][c:6]([Cl:7])[cH:8][cH:9][cH:10]1)=[O:11]>>[O:1]1[C:19]([c:16]2[cH:15][cH:14][c:13]([Cl:12])[cH:18][cH:17]2)([C:20](=[O:21])[O:22][CH3:23])[CH2:24]1. Reactants: O=C([O-])O, CCN=C=NCCCN(C)C, CCN(C(C)C)C(C)C, CC(C)[Si](OC1CCC(N2CCC(Cc3c(Cl)cc(-c4ccc(C(=O)O)cc4)cc3Cl)C2=O)CC1)(C(C)C)C(C)C, ClCCl, Cl, FCCN1CCNCC1, [Na+]. Product: CC(C)[Si](OC1CCC(N2CCC(Cc3c(Cl)cc(-c4ccc(C(=O)N5CCN(CCF)CC5)cc4)cc3Cl)C2=O)CC1)(C(C)C)C(C)C. RXN SMILES: [C:75](=[O:76])([OH:77])[O-:78].[CH3:61][N:62]([CH3:63])[CH2:64][CH2:65][CH2:66][N:67]=[C:68]=[N:69][CH2:70][CH3:71].[CH:51]([N:52]([CH:53]([CH3:54])[CH3:55])[CH2:56][CH3:57])([CH3:58])[CH3:59].[Cl:1][c:2]1[cH:3][c:4](-[c:33]2[cH:34][cH:35][c:36]([C:39](=[O:40])[OH:41])[cH:37][cH:38]2)[cH:5][c:6]([Cl:32])[c:7]1[CH2:8][CH:9]1[C:10](=[O:31])[N:11]([CH:14]2[CH2:15][CH2:16][CH:17]([O:20][Si:21]([CH:22]([CH3:23])[CH3:24])([CH:25]([CH3:26])[CH3:27])[CH:28]([CH3:29])[CH3:30])[CH2:18][CH2:19]2)[CH2:12][CH2:13]1.[Cl:72][CH2:73][Cl:74].[ClH:60].[F:42][CH2:43][CH2:44][N:45]1[CH2:46][CH2:47][NH:48][CH2:49][CH2:50]1.[Na+:79]>>[Cl:1][c:2]1[cH:3][c:4](-[c:33]2[cH:34][cH:35][c:36]([C:39](=[O:40])[N:48]3[CH2:47][CH2:46][N:45]([CH2:44][CH2:43][F:42])[CH2:50][CH2:49]3)[cH:37][cH:38]2)[cH:5][c:6]([Cl:32])[c:7]1[CH2:8][CH:9]1[C:10](=[O:31])[N:11]([CH:14]2[CH2:15][CH2:16][CH:17]([O:20][Si:21]([CH:22]([CH3:23])[CH3:24])([CH:25]([CH3:26])[CH3:27])[CH:28]([CH3:29])[CH3:30])[CH2:18][CH2:19]2)[CH2:12][CH2:13]1. Starting materials: Cl.Cl.NC1CCN(CC1)C[C@@H]1CN2C(C=CC=3C=CC(N1C23)=O)=O ((1R)-1-[(4-amino-1-piperidinyl)methyl]-1,2-dihydro-4H,9H-imidazo[1,2,3-ij]-1,8-naphthyridine-4,9-dione dihydrochloride), [H-].[H-].[H-].[H-].[Li+].[Al+3] (LiAlH4), ClC1=CC=2OCCNC2N=C1C=O (7-chloro-3,4-dihydro-2H-pyrido[3,2-b][1,4]oxazine-6-carbaldehyde), [N+](=O)([O-])C1=NC=CC=C1 (nitropyridine), ClC1=CC=2OCC(NC2N=C1C=O)=O (7-chloro-3-oxo-3,4-dihydro-2H-pyrido[3,2-b][1,4]oxazine-6-carbaldehyde). The product is ClC1=CC=2OCCNC2N=C1CO ((7-chloro-3,4-dihydro-2H-pyrido[3,2-b][1,4]oxazin-6-yl)methanol). As a reaction SMILES: Cl.Cl.NC1CCN(C[C@H]2N3C4N(C(=O)C=CC=4C=CC3=O)C2)CC1.[Cl:25][C:26]1[C:35]([CH:36]=[O:37])=[N:34][C:33]2[NH:32][CH2:31][CH2:30][O:29][C:28]=2[CH:27]=1.[N+](C1C=CC=CN=1)([O-])=O.ClC1C(C=O)=NC2NC(=O)COC=2C=1.[H-].[H-].[H-].[H-].[Li+].[Al+3]>>[Cl:25][C:26]1[C:35]([CH2:36][OH:37])=[N:34][C:33]2[NH:32][CH2:31][CH2:30][O:29][C:28]=2[CH:27]=1 |f:0.1.2,6.7.8.9.10.11|. Reported procedure: To a 10 mL round-bottomed flask were added (1R)-1-[(4-amino-1-piperidinyl)methyl]-1,2-dihydro-4H,9H-imidazo[1,2,3-ij]-1,8-naphthyridine-4,9-dione dihydrochloride (for a preparation see Example 5A(j)) (45 mg, 0.134 mmol), 7-chloro-3,4-dihydro-2H-pyrido[3,2-b][1,4]oxazine-6-carbaldehyde (prepared by (1) reduction of 7-chloro-3-oxo-3,4-dihydro-2H-pyrido[3,2-b][1,4]oxazine-6-carbaldehyde (for a synthesis see WO2003064421 Example 15(c)) with LiAlH4 to give (7-chloro-3,4-dihydro-2H-pyrido[3,2-b][1,4]o... Reactants: [Na].[Na].OC1=CC=C(C=C1)C(C)(C)C1=CC=C(C=C1)O (bisphenol A disodium salt), [Na].[Na].C1(=CC=C(C=C1)C1=CC=C(C=C1)O)O (4,4′-biphenol disodium salt). Run in C1=CC(=C(C=C1)Cl)Cl (o-DCB), C1=CC(=C(C=C1)Cl)Cl (o-DCB). Yields the product CC(C)(C=1C=CC(=CC1)O)C=2C=CC(=CC2)O (BPA). As a reaction SMILES: [Na].[Na].[OH:3][C:4]1[CH:9]=[CH:8][C:7]([C:10]([C:13]2[CH:18]=[CH:17][C:16]([OH:19])=[CH:15][CH:14]=2)([CH3:12])[CH3:11])=[CH:6][CH:5]=1.[Na].[Na].C1(O)C=CC(C2C=CC(O)=CC=2)=CC=1>C1C=CC(Cl)=C(Cl)C=1>[CH3:12][C:10]([C:7]1[CH:6]=[CH:5][C:4]([OH:3])=[CH:9][CH:8]=1)([C:13]1[CH:18]=[CH:17][C:16]([OH:19])=[CH:15][CH:14]=1)[CH3:11] |f:0.1.2,3.4.5,^1:0,1,19,20|. Reported procedure: A mixture of 439.6623 g of the bis-chlorophthalimides prepared from 3ClPA and 4ClPA 4,4′-oxydianiline and sufficient PA to provide 4.0 mole % chain stopper, was heated to reflux in o-DCB in a 5-liter reactor equipped with a mechanical stirrer, short path distillation head, receiver, and inert gas inlet and exit. O-DCB was distilled from the mixture until the distillate contained less than 10 ppm of water by Karl-Fischer titration. A mixture of 66.0522 g (0.2426 mol) of bisphenol A disodium salt ... Reactants: FC(C(C(F)(F)F)(O)C1=CC(=C(C2=CC=CC=C12)N)C)(F)F (4-(hexafluoro-2-hydroxy-2-propyl)-2-methyl-1-naphthylamine), CS(=O)(=O)Cl (methanesulfonyl chloride). Solvent: N1=CC=CC=C1 (pyridine). Run at time 2 hour. Product: FC(C(C(F)(F)F)(O)C1=CC(=C(C2=CC=CC=C12)NS(=O)(=O)C)C)(F)F (N-[4-(hexafluoro-2-hydroxy-2-propyl)-2-methyl-1-naphthyl]methanesulfonamide). Reaction SMILES: [F:1][C:2]([F:22])([F:21])[C:3]([C:9]1[C:18]2[C:13](=[CH:14][CH:15]=[CH:16][CH:17]=2)[C:12]([NH2:19])=[C:11]([CH3:20])[CH:10]=1)([OH:8])[C:4]([F:7])([F:6])[F:5].[CH3:23][S:24](Cl)(=[O:26])=[O:25]>N1C=CC=CC=1>[F:1][C:2]([F:21])([F:22])[C:3]([C:9]1[C:18]2[C:13](=[CH:14][CH:15]=[CH:16][CH:17]=2)[C:12]([NH:19][S:24]([CH3:23])(=[O:26])=[O:25])=[C:11]([CH3:20])[CH:10]=1)([OH:8])[C:4]([F:6])([F:5])[F:7]. Reported procedure: To 3.23 g (10 mmole) 4-(hexafluoro-2-hydroxy-2-propyl)-2-methyl-1-naphthylamine in 25 ml pyridine add 1.25 g (11 mmole) methanesulfonyl chloride. After 2 hours, pour onto water and extract with Et2O. Wash with 1N HCl, and then extract with 1N NaOH. Acidify with concentrated HCl, extract with Et2O, dry and concentrate. Recrystallize from Et2O-hexane to obtain the product; m.p. 174° C.